This data is from the Open Reaction Database (ORD), a public repository of structured organic reaction records. The task is: describe an organic reaction: reactants, conditions, products, and yield The reactants are C(C)OC(C(CC(C)C)C=1C=C(C=C(C1)OS(=O)(=O)C(F)(F)F)C1=CC=C(C=C1)C(F)(F)F)=O (4-Methyl-2-(5-trifluoromethanesulfonyloxy-4′-trifluoromethyl-biphenyl-3-yl)-pentanoic acid ethyl ester), ClC1=C(C=C(C=C1)B(O)O)C(F)(F)F (4-chloro-3-trifluoromethyl-phenylboronic acid). The product is ClC1=C(C=C(C=C1)C1=CC(=CC(=C1)C(C(=O)O)CC(C)C)C1=CC=C(C=C1)C(F)(F)F)C(F)(F)F (2-(4-Chloro-3,4″-bis-trifluoromethyl-[1,1′;3′,1″]terphenyl-5′-yl)-4-methyl-pentanoic acid). Reaction SMILES: C([O:3][C:4](=[O:34])[CH:5]([C:10]1[CH:11]=[C:12]([C:24]2[CH:29]=[CH:28][C:27]([C:30]([F:33])([F:32])[F:31])=[CH:26][CH:25]=2)[CH:13]=[C:14](OS(C(F)(F)F)(=O)=O)[CH:15]=1)[CH2:6][CH:7]([CH3:9])[CH3:8])C.[Cl:35][C:36]1[CH:41]=[CH:40][C:39](B(O)O)=[CH:38][C:37]=1[C:45]([F:48])([F:47])[F:46]>>[Cl:35][C:36]1[CH:41]=[CH:40][C:39]([C:14]2[CH:15]=[C:10]([CH:5]([CH2:6][CH:7]([CH3:8])[CH3:9])[C:4]([OH:3])=[O:34])[CH:11]=[C:12]([C:24]3[CH:25]=[CH:26][C:27]([C:30]([F:31])([F:32])[F:33])=[CH:28][CH:29]=3)[CH:13]=2)=[CH:38][C:37]=1[C:45]([F:46])([F:47])[F:48]. Procedure: The title compound was prepared from a Suzuki coupling of 4-Methyl-2-(5-trifluoromethanesulfonyloxy-4′-trifluoromethyl-biphenyl-3-yl)-pentanoic acid ethyl ester (intermediate Example 1g) with 4-chloro-3-trifluoromethyl-phenylboronic acid under the conditions described in Example 1; 1H NMR (400 MHz, MeOD) δ ppm 0.85-0.96 (m, 6H), 1.42-1.54 (m, 1H), 1.65 (ddd, J=13.82, 7.09, 6.97 Hz, 1H), 1.96 (dd, J=13.57, 7.21 Hz, 1H), 3.76 (t, J=7.70 Hz, 1H), 7.56-7.92 (m, 10H); Calcd for C26H21ClF6O2 (M+Na) 53... The reactants are FC(C1=CC=C(C(=O)O)C=C1)(F)F (4-trifluoromethylbenzoic acid), C(C)#N (acetonitrile), N,N'-carbonyldiimidazole, NC1=NC2=NC(=CC=C2C=C1)C1=CC=C(C=C1)OC (2-amino-7-(4-methoxyphenyl)-1,8-naphthyridine). Run in O (water). Run at temperature 4 celsius. Yields the product COC1=CC=C(C=C1)C1=CC=C2C=CC(=NC2=N1)NC(C1=CC=C(C=C1)C(F)(F)F)=O (N-[7-(4-Methoxyphenyl)-1,8-naphthyridin-2-yl]-4-trifluoromethylbenzamide). Yield: 57.0%. RXN SMILES: [F:1][C:2]([F:13])([F:12])[C:3]1[CH:11]=[CH:10][C:6]([C:7]([OH:9])=O)=[CH:5][CH:4]=1.[NH2:14][C:15]1[CH:24]=[CH:23][C:22]2[C:17](=[N:18][C:19]([C:25]3[CH:30]=[CH:29][C:28]([O:31][CH3:32])=[CH:27][CH:26]=3)=[CH:20][CH:21]=2)[N:16]=1.C(#N)C>O>[CH3:32][O:31][C:28]1[CH:27]=[CH:26][C:25]([C:19]2[N:18]=[C:17]3[C:22]([CH:23]=[CH:24][C:15]([NH:14][C:7](=[O:9])[C:6]4[CH:5]=[CH:4][C:3]([C:2]([F:1])([F:13])[F:12])=[CH:11][CH:10]=4)=[N:16]3)=[CH:21][CH:20]=2)=[CH:30][CH:29]=1. Procedure: The procedure is analogous to that described in Example 1 below but starting with 4-trifluoromethylbenzoic acid (2.7 g), N,N'-carbonyldiimidazole (2.3 g) and 2-amino-7-(4-methoxyphenyl)-1,8-naphthyridine (2.5 g). The product obtained by precipitation in water (3.3 g; m.p. 144°-146° C.) is dissolved in boiling acetonitrile (100 cc). After cooling for 3 hours at 4° C., the crystallized solid is separated by filtration, washed with acetonitrile (2×10 cc) and dried at 40° C. under reduced pressure (... The reactants are CC(C)(C)OC(=O)N1CCC(OS(C)(=O)=O)C1, O=C([O-])[O-], CC1(C)OB(c2cn[nH]c2)OC1(C)C, [Cs+], [Cs+], CN(C)C=O. Yields the product CC(C)(C)OC(=O)N1CCC(n2cc(B3OC(C)(C)C(C)(C)O3)cn2)C1. Reaction SMILES: [C:15]([CH3:16])([CH3:17])([CH3:18])[O:19][C:20](=[O:21])[N:22]1[CH2:23][CH:24]([O:27][S:28]([CH3:29])(=[O:30])=[O:31])[CH2:25][CH2:26]1.[C:32](=[O:33])([O-:34])[O-:35].[CH3:1][C:2]1([CH3:14])[O:3][B:4]([c:9]2[cH:10][n:11][nH:12][cH:13]2)[O:5][C:6]1([CH3:7])[CH3:8].[Cs+:36].[Cs+:37].[O:38]=[CH:39][N:40]([CH3:41])[CH3:42]>>[CH3:1][C:2]1([CH3:14])[O:3][B:4]([c:9]2[cH:10][n:11][n:12]([CH:24]3[CH2:23][N:22]([C:20]([O:19][C:15]([CH3:16])([CH3:17])[CH3:18])=[O:21])[CH2:26][CH2:25]3)[cH:13]2)[O:5][C:6]1([CH3:7])[CH3:8].